Dataset: the Open Reaction Database (ORD), a public repository of structured organic reaction records. Task: describe an organic reaction: reactants, conditions, products, and yield Starting materials: OC(C#N)CCSC (2-hydroxy-4-methylthiobutanenitrile), S(O)(O)(=O)=O (sulfuric acid). Reaction SMILES: [OH:1][CH:2]([CH2:5][CH2:6][S:7][CH3:8])[C:3]#[N:4].S(=O)(=O)(O)[OH:10]>>[OH:1][CH:2]([CH2:5][CH2:6][S:7][CH3:8])[C:3]([NH2:4])=[O:10]. Procedure: A process as set forth in claim 1 wherein 2-hydroxy-4-methylthiobutanenitrile is hydrolyzed in the presence of sulfuric acid to produce an intermediate hydrolyzate comprising 2-hydroxy-4-(methylthio)butanamide; and Product: OC(C(=O)N)CCSC (2-hydroxy-4-(methylthio)butanamide). Reactants: FC(C(F)C(F)(F)C(F)(F)C(F)(F)F)C(F)(F)F, [K+], [OH-]. Yields the product FC(F)(F)C#CC(F)(F)C(F)(F)C(F)(F)F. As a reaction SMILES: [F:3][C:4]([CH:5]([CH:6]([C:7]([C:8]([C:9]([F:10])([F:11])[F:12])([F:13])[F:14])([F:15])[F:16])[F:18])[F:17])([F:19])[F:20].[K+:2].[OH-:1]>>[F:3][C:4]([C:5]#[C:6][C:7]([C:8]([C:9]([F:10])([F:11])[F:12])([F:13])[F:14])([F:15])[F:16])([F:19])[F:20]. The reactants are BrCC#N (bromoacetonitrile), [H-].[Na+] (sodium hydride), C(C)(C)(C)OC(=O)N1CC(NCC1)=O (4-(tert-Butyloxycarbonyl)-piperazin-2-one). The reagents and catalysts are [I-].C(CCC)[N+](CCCC)(CCCC)CCCC (tetra-butylammonium iodide). Run in C1CCOC1 (THF). Run at time 40 minute. Product: C(C)(C)(C)OC(=O)N1CC(N(CC1)CC#N)=O (4-(tert-butyloxycarbonyl)-1-cyanomethyl-piperazin-2-one). The yield is 54.3%. As a reaction SMILES: [C:1]([O:5][C:6]([N:8]1[CH2:13][CH2:12][NH:11][C:10](=[O:14])[CH2:9]1)=[O:7])([CH3:4])([CH3:3])[CH3:2].[H-].[Na+].Br[CH2:18][C:19]#[N:20]>C1COCC1.[I-].C([N+](CCCC)(CCCC)CCCC)CCC>[C:1]([O:5][C:6]([N:8]1[CH2:13][CH2:12][N:11]([CH2:18][C:19]#[N:20])[C:10](=[O:14])[CH2:9]1)=[O:7])([CH3:4])([CH3:2])[CH3:3] |f:1.2,5.6|. Procedure: 4-(tert-Butyloxycarbonyl)-piperazin-2-one (8.0 g, 40 mmol), EXAMPLE 40, is dissolved in THF (160 mL), cooled in an ice bath and treated with 60% sodium hydride (1.9 g, 48 mmol). The reaction mixture is stirred 40 minutes, then treated with tetra-butylammonium iodide (0.35 g, 0.95 mmol) and bromoacetonitrile (3.4 mL, 48 mmol). After 2 h the reaction is quenched with water, concentrated to a small volume and extracted with methylene chloride (3×). The combined organic extracts are concentrated and... The reactants are C=C(C)Br, CCCCCC, C[N-]OC, [Li]CCCC, CC(C)NC(C)C, O=C(O)c1ccc2ncnc(Nc3ccc(OCc4cccc(F)c4)c(Cl)c3)c2c1, Cl, C1CCOC1, O. Yields the product CC#CC(=O)c1ccc2ncnc(Nc3ccc(OCc4cccc(F)c4)c(Cl)c3)c2c1. RXN SMILES: [Br:19][C:20]([CH3:21])=[CH2:22].[CH3:13][CH2:14][CH2:15][CH2:16][CH2:17][CH3:18].[CH3:23][O:24][N-:25][CH3:26].[CH3:8][CH2:9][CH2:10][CH2:11][Li:12].[CH:1]([CH3:2])([CH3:3])[NH:4][CH:5]([CH3:6])[CH3:7].[Cl:27][c:28]1[cH:29][c:30]([NH:43][c:44]2[n:45][cH:46][n:47][c:48]3[cH:49][cH:50][c:51]([C:54](=[O:55])[OH:56])[cH:52][c:53]23)[cH:31][cH:32][c:33]1[O:34][CH2:35][c:36]1[cH:37][c:38]([F:42])[cH:39][cH:40][cH:41]1.[ClH:57].[O:58]1[CH2:59][CH2:60][CH2:61][CH2:62]1.[OH2:63]>>[C:1](#[C:2][C:54]([c:51]1[cH:50][cH:49][c:48]2[n:47][cH:46][n:45][c:44]([NH:43][c:30]3[cH:29][c:28]([Cl:27])[c:33]([O:34][CH2:35][c:36]4[cH:37][c:38]([F:42])[cH:39][cH:40][cH:41]4)[cH:32][cH:31]3)[c:53]2[cH:52]1)=[O:55])[CH3:3]. Reactants: N#Cc1cc(I)c2c(c1)ncn2-c1ccccc1, O=C([O-])[O-], N#Cc1cc(-c2cccc(CO)c2)c2c(c1)ncn2-c1ccccc1, Cc1ccccc1, CCO, [K+], [K+], OCc1ccc(B(O)O)cc1, c1ccc(P(c2ccccc2)(c2ccccc2)[Pd](P(c2ccccc2)(c2ccccc2)c2ccccc2)(P(c2ccccc2)(c2ccccc2)c2ccccc2)P(c2ccccc2)(c2ccccc2)c2ccccc2)cc1. Yields the product N#Cc1cc(-c2ccc(CO)cc2)c2c(c1)ncn2-c1ccccc1. As a reaction SMILES: [C:1](#[N:2])[c:3]1[cH:4][c:5]2[c:6]([n:7](-[c:10]3[cH:11][cH:12][cH:13][cH:14][cH:15]3)[cH:8][n:9]2)[c:16]([I:18])[cH:17]1.[C:30](=[O:31])([O-:32])[O-:33].[C:36]([c:37]1[cH:38][c:39](-[c:40]2[cH:41][cH:42][cH:43][c:44]([CH2:45][OH:46])[cH:47]2)[c:48]2[n:49](-[c:50]3[cH:51][cH:52][cH:53][cH:54][cH:55]3)[cH:56][n:57][c:58]2[cH:59]1)#[N:60].[CH3:61][c:62]1[cH:63][cH:64][cH:65][cH:66][cH:67]1.[CH3:68][CH2:69][OH:70].[K+:34].[K+:35].[OH:19][CH2:20][c:21]1[cH:22][cH:23][c:24]([B:27]([OH:28])[OH:29])[cH:25][cH:26]1.[cH:71]1[cH:72][cH:73][c:74]([P:75]([Pd:76]([P:77]([c:78]2[cH:79][cH:80][cH:81][cH:82][cH:83]2)([c:84]2[cH:85][cH:86][cH:87][cH:88][cH:89]2)[c:90]2[cH:91][cH:92][cH:93][cH:94][cH:95]2)([P:96]([c:97]2[cH:98][cH:99][cH:100][cH:101][cH:102]2)([c:103]2[cH:104][cH:105][cH:106][cH:107][cH:108]2)[c:109]2[cH:110][cH:111][cH:112][cH:113][cH:114]2)[P:115]([c:116]2[cH:117][cH:118][cH:119][cH:120][cH:121]2)([c:122]2[cH:123][cH:124][cH:125][cH:126][cH:127]2)[c:128]2[cH:129][cH:130][cH:131][cH:132][cH:133]2)([c:134]2[cH:135][cH:136][cH:137][cH:138][cH:139]2)[c:140]2[cH:141][cH:142][cH:143][cH:144][cH:145]2)[cH:146][cH:147]1>>[C:1](#[N:2])[c:3]1[cH:4][c:5]2[c:6]([n:7](-[c:10]3[cH:11][cH:12][cH:13][cH:14][cH:15]3)[cH:8][n:9]2)[c:16](-[c:24]2[cH:23][cH:22][c:21]([CH2:20][OH:19])[cH:26][cH:25]2)[cH:17]1. The product is COC(=O)C=1C=NC(=CC1)OC1=CC2=C(CCN(CC2)C2CCC2)C=C1 (6-[(3-Cyclobutyl-2,3,4,5-tetrahydro-1H-3-benzazepin-7-yl)oxy]-3-pyridinecarboxylic acid methyl ester). Reported procedure: The title compound was prepared from 3-cyclobutyl-2,3,4,5-tetrahydro-1H-benzo[d]azepin-7-ol (E3) and methyl 6-chloro-3-pyridine carboxylate in an analogous manner to that described for E122; MS (ES+) m/e 353 [M+H]+. The reactants are C1(CCC1)N1CCC2=C(CC1)C=C(C=C2)O (3-Cyclobutyl-2,3,4,5-tetrahydro-1H-benzo[d]azepin-7-ol), ClC1=CC=C(C=N1)C(=O)OC (methyl 6-chloro-3-pyridine carboxylate), COC(=O)C1=NC=C(N=C1)OC1=CC2=C(CCN(CC2)C2CCC2)C=C1 (5-(3-Cyclobutyl-2,3,4,5-tetrahydro-1H-benzo[d]azepin-7-yloxy)-pyrazine-2-carboxylic acid methyl ester). Reaction SMILES: [CH:1]1([N:5]2[CH2:11][CH2:10][C:9]3[CH:12]=[C:13]([OH:16])[CH:14]=[CH:15][C:8]=3[CH2:7][CH2:6]2)[CH2:4][CH2:3][CH2:2]1.Cl[C:18]1[N:23]=[CH:22][C:21]([C:24]([O:26][CH3:27])=[O:25])=[CH:20][CH:19]=1.COC(C1C=NC(OC2C=CC3CCN(C4CCC4)CCC=3C=2)=CN=1)=O>>[CH3:27][O:26][C:24]([C:21]1[CH:22]=[N:23][C:18]([O:16][C:13]2[CH:14]=[CH:15][C:8]3[CH2:7][CH2:6][N:5]([CH:1]4[CH2:4][CH2:3][CH2:2]4)[CH2:11][CH2:10][C:9]=3[CH:12]=2)=[CH:19][CH:20]=1)=[O:25]. Starting materials: C(C)(=O)OCC=1C(=NC=CC1C1=CN(C(C(=C1)NC1=NC=C(C=C1)N1CCNCC1)=O)C)N1C(C=2N(C=3CCCCC3C2)CC1)=O ((4-(1-Methyl-6-oxo-5-(5-(piperazin-1-yl)pyridin-2-ylamino)-1,6-dihydropyridin-3-yl)-2-(1-oxo-3,4,6,7,8,9-hexahydropyrazino[1,2-a]indol-2(1H)-yl)pyridin-3-yl)methyl Acetate), [Li+].[OH-] (LiOH). Solvent: CC(C)O.C1CCOC1 (iPrOH THF), O (H2O). Conditions: temperature 35 celsius, time 0.5 hour. The product is OCC=1C(=NC=CC1C1=CN(C(C(=C1)NC1=NC=C(C=C1)N1CCNCC1)=O)C)N1C(C=2N(C=3CCCCC3C2)CC1)=O (2-(3-(Hydroxymethyl)-4-(1-methyl-6-oxo-5-(5-(piperazin-1-yl)pyridin-2-ylamino)-1,6-dihydropyridin-3-yl)pyridin-2-yl)-3,4,6,7,8,9-hexahydropyrazino[1,2-a]indol-1(2H)-one). Yield: 27.8%. As a reaction SMILES: C([O:4][CH2:5][C:6]1[C:7]([N:33]2[CH2:45][CH2:44][N:36]3[C:37]4[CH2:38][CH2:39][CH2:40][CH2:41][C:42]=4[CH:43]=[C:35]3[C:34]2=[O:46])=[N:8][CH:9]=[CH:10][C:11]=1[C:12]1[CH:17]=[C:16]([NH:18][C:19]2[CH:24]=[CH:23][C:22]([N:25]3[CH2:30][CH2:29][NH:28][CH2:27][CH2:26]3)=[CH:21][N:20]=2)[C:15](=[O:31])[N:14]([CH3:32])[CH:13]=1)(=O)C.[Li+].[OH-]>CC(O)C.C1COCC1.O>[OH:4][CH2:5][C:6]1[C:7]([N:33]2[CH2:45][CH2:44][N:36]3[C:37]4[CH2:38][CH2:39][CH2:40][CH2:41][C:42]=4[CH:43]=[C:35]3[C:34]2=[O:46])=[N:8][CH:9]=[CH:10][C:11]=1[C:12]1[CH:17]=[C:16]([NH:18][C:19]2[CH:24]=[CH:23][C:22]([N:25]3[CH2:30][CH2:29][NH:28][CH2:27][CH2:26]3)=[CH:21][N:20]=2)[C:15](=[O:31])[N:14]([CH3:32])[CH:13]=1 |f:1.2,3.4|. Procedure: A mixture of 127a (190 mg, 0.31 mmol) and LiOH (571 mg, 13.6 mmol) in iPrOH/THF (1:1, 3.5 mL) and H2O (0.5 mL) was stirred at 35° C. for 0.5 h. It was then evaporated in vacuo and the residue was extracted with EtOAc (5 mL×2). The combined EtOAc extract was concentrated under reduced pressure and the residue was purified by reverse-phase prep-HPLC to afford 127 (50 mg, 26.9%). MS: [M+H]+ 581.3. 1H NMR (500 MHz, CDCl3) δ 8.63 (d, J=2.0, 1H), 8.49 (d, J=5.0, 1H), 7.91 (d, J=3.5, 1H), 7.82 (d, J=2.... The reactants are BrCc1cccc(Br)c1, C1CCOC1, CC1(c2ccccc2)CCNC(=O)O1, [H-], [Na+]. RXN SMILES: [Br:17][c:18]1[cH:19][c:20]([CH2:21][Br:22])[cH:23][cH:24][cH:25]1.[CH2:26]1[O:27][CH2:28][CH2:29][CH2:30]1.[CH3:1][C:2]1([c:9]2[cH:10][cH:11][cH:12][cH:13][cH:14]2)[CH2:3][CH2:4][NH:5][C:6](=[O:8])[O:7]1.[H-:16].[Na+:15]>>[CH3:1][C:2]1([c:9]2[cH:10][cH:11][cH:12][cH:13][cH:14]2)[CH2:3][CH2:4][N:5]([CH2:21][c:20]2[cH:19][c:18]([Br:17])[cH:25][cH:24][cH:23]2)[C:6](=[O:8])[O:7]1. The product is CC1(c2ccccc2)CCN(Cc2cccc(Br)c2)C(=O)O1. Reactants: O=C([O-])[O-], N#Cc1cc(O)cc(Cl)c1, Fc1nc(F)c(Cl)c(F)c1F, [K+], [K+], CN(C)C=O. Product: N#Cc1cc(Cl)cc(Oc2c(F)c(F)nc(F)c2Cl)c1. RXN SMILES: [C:22](=[O:23])([O-:24])[O-:25].[Cl:12][c:13]1[cH:14][c:15]([OH:21])[cH:16][c:17]([C:19]#[N:20])[cH:18]1.[Cl:1][c:2]1[c:3]([F:11])[n:4][c:5]([F:10])[c:6]([F:9])[c:7]1[F:8].[K+:26].[K+:27].[O:28]=[CH:29][N:30]([CH3:31])[CH3:32]>>[Cl:1][c:2]1[c:3]([F:11])[n:4][c:5]([F:10])[c:6]([F:9])[c:7]1[O:21][c:15]1[cH:14][c:13]([Cl:12])[cH:18][c:17]([C:19]#[N:20])[cH:16]1. The reactants are C[O-].[Na+] (sodium methylate), ClCC1(OC1)CCl (2,2-di(chloromethyl)-oxirane), ClC1=CC=C(C=C1)S (4-chlorothiophenol). Solvent: C(C)#N (acetonitrile). Reaction conditions: time 4 hour. Yields the product ClCC1(OC1)CSC1=CC=C(C=C1)Cl (2-chloromethyl-2-(4-chlorophenylthiomethyl)-oxirane). Yield: 73.0%. Reaction SMILES: C[O-].[Na+].Cl[CH2:5][C:6]1([CH2:9][Cl:10])[CH2:8][O:7]1.[Cl:11][C:12]1[CH:17]=[CH:16][C:15]([SH:18])=[CH:14][CH:13]=1>C(#N)C>[Cl:10][CH2:9][C:6]1([CH2:5][S:18][C:15]2[CH:16]=[CH:17][C:12]([Cl:11])=[CH:13][CH:14]=2)[CH2:8][O:7]1 |f:0.1|. Reported procedure: 5.4 g (0.1 mole) of sodium methylate are introduced in portions into a mixture of 16.9 g (0.12 mole) of 2,2-di(chloromethyl)-oxirane and 14.5 g (0.1 mole) of 4-chlorothiophenol in 200 ml of acetonitrile. The reaction mixture is subsequently stirred for 4 hours and filtered and the filtrate is concentrated in vacuo. The residue is dissolved in methylene chloride and the solution is washed with water, dried over sodium sulphate and concentrated. The oil which remains is distilled. 18.2 g (73% of t...